This data is from the Open Reaction Database (ORD), a public repository of structured organic reaction records. The task is: describe an organic reaction: reactants, conditions, products, and yield Reactants: [N+](=O)([O-])C1=C2C=CN=CC2=CC=C1 (5-nitroisoquinoline), ClCC(=O)OCC (ethyl chloroacetate), C([O-])([O-])=O.[K+].[K+] (Potassium carbonate), CC(C)([O-])C.[K+] (potassium tert-butoxide), C([O-])([O-])=O.[K+].[K+] (potassium carbonate). Run in C1CCOC1 (THF), O (water), C1CCOC1 (THF). Run at time 3 hour. The product is CC=1C(=C2C=CN=CC2=CC1)[N+](=O)[O-] (6-methyl-5-nitroisoquinoline). RXN SMILES: [CH3:1]C(C)([O-])C.[K+].[N+:7]([C:10]1[CH:19]=[CH:18][CH:17]=[C:16]2[C:11]=1[CH:12]=[CH:13][N:14]=[CH:15]2)([O-:9])=[O:8].ClCC(OCC)=O.C(=O)([O-])[O-].[K+].[K+]>C1COCC1.O>[CH3:1][C:19]1[C:10]([N+:7]([O-:9])=[O:8])=[C:11]2[C:16](=[CH:17][CH:18]=1)[CH:15]=[N:14][CH:13]=[CH:12]2 |f:0.1,4.5.6|. Reported procedure: To a suspension of potassium tert-butoxide (4.25 g, 37.9 mmol) in 13 mL of THF at −10° C. under an atmosphere of nitrogen was added a solution of 5-nitroisoquinoline (3.00 g, 17.2 mmol) and ethyl chloroacetate (2.32 g, 18.9 mmol) in 18 mL of THF dropwise. After 3 h, water (30 mL) was added and the reaction was stirred at rt for 3 d. Potassium carbonate (5.95 g, 43.1 mmol) was added, and after 24 h, the mixture was heated to 40° C. After 24 h, additional potassium carbonate (1.19 g, 8.62 mmol) wa... Starting materials: C([O-])([O-])=O.[Na+].[Na+] (sodium carbonate), mixture, C(C)(=O)[C@@H]1CC[C@@H](CC1)C(C)(C)C (cis-1-acetyl-4-t-butylcyclohexane). Run in CO (methanol). Product: C(C)(=O)[C@@H]1CC[C@H](CC1)C(C)(C)C (trans-1-Acetyl-4-t-butylcyclohexane). Reaction SMILES: C(=O)([O-])[O-].[Na+].[Na+].[C:7]([C@H:10]1[CH2:15][CH2:14][C@@H:13]([C:16]([CH3:19])([CH3:18])[CH3:17])[CH2:12][CH2:11]1)(=[O:9])[CH3:8]>CO>[C:7]([C@H:10]1[CH2:15][CH2:14][C@H:13]([C:16]([CH3:19])([CH3:18])[CH3:17])[CH2:12][CH2:11]1)(=[O:9])[CH3:8] |f:0.1.2|. Procedure: The cis isomer was epimerized in a refluxing solution of sodium carbonate in aqueous methanol to a 90%:10% mixture of trans:cis-1-acetyl-4-t-butylcyclohexane. The spectral data of this mixture was essentially identical with that obtained for the pure trans isomer. Starting materials: C(C1=CC=CC=C1)(=O)NNC(=O)C1=CC(=NC=C1)NC(C1=CC=CC=C1)=O (N-(4-(2-benzoylhydrazinecarbonyl)pyridin-2-yl)benzamide), [OH-].COC(=O)NS(=O)(=O)[N+](CC)(CC)CC ((methoxycarbonylsulfamoyl)-triethylammonium hydroxide). Run in O1CCCC1 (tetrahydrofuran). Product: C1(=CC=CC=C1)C1=NN=C(O1)C1=CC(=NC=C1)NC(C1=CC=CC=C1)=O (N-(4-(5-phenyl-1,3,4-oxadiazol-2-yl)pyridin-2-yl)benzamide). The yield is 32.5%. As a reaction SMILES: [C:1]([NH:9][NH:10][C:11]([C:13]1[CH:18]=[CH:17][N:16]=[C:15]([NH:19][C:20](=[O:27])[C:21]2[CH:26]=[CH:25][CH:24]=[CH:23][CH:22]=2)[CH:14]=1)=[O:12])(=O)[C:2]1[CH:7]=[CH:6][CH:5]=[CH:4][CH:3]=1.[OH-].COC(NS([N+](CC)(CC)CC)(=O)=O)=O>O1CCCC1>[C:2]1([C:1]2[O:12][C:11]([C:13]3[CH:18]=[CH:17][N:16]=[C:15]([NH:19][C:20](=[O:27])[C:21]4[CH:26]=[CH:25][CH:24]=[CH:23][CH:22]=4)[CH:14]=3)=[N:10][N:9]=2)[CH:7]=[CH:6][CH:5]=[CH:4][CH:3]=1 |f:1.2|. Reported procedure: To a solution of N-(4-(2-benzoylhydrazinecarbonyl)pyridin-2-yl)benzamide (0.10 g, 0.27 mmol) in tetrahydrofuran (10 mL) was added (methoxycarbonylsulfamoyl)-triethylammonium hydroxide (0.35 g, 0.63 mmol) at ambient temperature. The resulting solution was refluxed for 7 hours and concentrated in vacuo to dryness. The residue was purified by column chromatography to give N-(4-(5-phenyl-1,3,4-oxadiazol-2-yl)pyridin-2-yl)benzamide (0.03 g 32%): mp 151-155° C.; 1H NMR (300 MHz, CDCl3) δ 9.03-9.00 (m,... Starting materials: amine, ester, [Li+].C[Si](C)(C)[N-][Si](C)(C)C (LiHMDS), ice, COC1=CC=C(CNC=2SC=CN2)C=C1 (N-(4-methoxybenzyl)thiazol-2-amine), C[Si](C)(C)[N-][Si](C)(C)C.[Li+] (lithium bis(trimethylsilyl)amide), ClC1=NC=CC2=CC(=CC=C12)S(=O)(=O)OC1=C(C(=C(C(=C1F)F)F)F)F (perfluorophenyl 1-chloroisoquinoline-6-sulfonate). The solvent is 2Me-THF, 2Me-THF. Run at temperature 0 celsius, time 15 minute. Yields the product ClC1=NC=CC2=CC(=CC=C12)S(=O)(=O)N(C=1SC=CN1)CC1=CC=C(C=C1)OC (1-CHLORO-N-(4-METHOXYBENZYL)-N-(THIAZOL-2-YL)ISOQUINOLINE-6-SULFONAMIDE). RXN SMILES: [CH3:1][O:2][C:3]1[CH:15]=[CH:14][C:6]([CH2:7][NH:8][C:9]2[S:10][CH:11]=[CH:12][N:13]=2)=[CH:5][CH:4]=1.C[Si]([N-][Si](C)(C)C)(C)C.[Li+].[Cl:26][C:27]1[C:36]2[C:31](=[CH:32][C:33]([S:37](OC3C(F)=C(F)C(F)=C(F)C=3F)(=[O:39])=[O:38])=[CH:34][CH:35]=2)[CH:30]=[CH:29][N:28]=1>>[Cl:26][C:27]1[C:36]2[C:31](=[CH:32][C:33]([S:37]([N:8]([CH2:7][C:6]3[CH:5]=[CH:4][C:3]([O:2][CH3:1])=[CH:15][CH:14]=3)[C:9]3[S:10][CH:11]=[CH:12][N:13]=3)(=[O:39])=[O:38])=[CH:34][CH:35]=2)[CH:30]=[CH:29][N:28]=1 |f:1.2|. Reported procedure: To a flask containing an ice cold suspension of N-(4-methoxybenzyl)thiazol-2-amine (0.423 g, 1.922 mmol) in 2Me-THF (7.04 ml) was added lithium bis(trimethylsilyl)amide (2.014 ml, 2.014 mmol) dropwise over 10 min. The mixture was stirred for 15 min prior to the addition of a solution of perfluorophenyl 1-chloroisoquinoline-6-sulfonate (see Example 73, Step 1) (0.750 g, 1.831 mmol) in 2Me-THF (3.5 ml). After 1 hr of stirring (ice melt) LC-MS indicated about 65% conversion to product with starting... Starting materials: C([O-])([O-])=O.[K+].[K+] (potassium carbonate), C(C)(C)(C)OC(=O)N[C@H](CC1=CNC2=CC=CC=C12)C(=O)O (N-(t-Butoxycarbonyl)-D-tryptophan), C(C=C)Br (allyl bromide). Solvent: CC(=O)C (acetone). Conditions: time 18 hour. Product: C(C=C)OC([C@H](NC(=O)OC(C)(C)C)CC1=CNC2=CC=CC=C12)=O (N-(t-Butoxycarbonyl)-D-tryptophan Allyl Ester). Isolated yield 56.0%. RXN SMILES: [C:1]([O:5][C:6]([NH:8][C@@H:9]([C:20]([OH:22])=[O:21])[CH2:10][C:11]1[C:19]2[C:14](=[CH:15][CH:16]=[CH:17][CH:18]=2)[NH:13][CH:12]=1)=[O:7])([CH3:4])([CH3:3])[CH3:2].C(=O)([O-])[O-].[K+].[K+].[CH2:29](Br)[CH:30]=[CH2:31]>CC(C)=O>[CH2:31]([O:21][C:20](=[O:22])[C@@H:9]([CH2:10][C:11]1[C:19]2[C:14](=[CH:15][CH:16]=[CH:17][CH:18]=2)[NH:13][CH:12]=1)[NH:8][C:6]([O:5][C:1]([CH3:4])([CH3:2])[CH3:3])=[O:7])[CH:30]=[CH2:29] |f:1.2.3|. Procedure details: N-(t-Butoxycarbonyl)-D-tryptophan (3 g; 9.868 mmol) was dissolved in acetone and an aqueous solution of potassium carbonate (2.84 g; 20.58 mmol) added followed by allyl bromide (1.55 g; 12.81 mmol). The reaction mixture was stirred for 18 h and then the acetone was substantially removed by evaporation under reduced pressure. The oily water layer that remained was acidified to approximately pH=5 with 1N-hydrochloric acid and then extracted with methylene chloride. The methylene chloride layer was... Starting materials: C(C)(C)(C)OC(NCCC1=CC=C(C=C1)C1=CC(=CC=C1)OC1=NC(=NC=C1)Cl)=O ({2-[3′-(2-chloro-pyrimidin-4-yloxy)-biphenyl-4-yl]-ethyl}carbamic acid tert-butyl ester), [C-]#N.[K+] (potassium cyanide), N12CCN(CC1)CC2 (1,4-diazabicyclo[2,2,2]octane), CC(=O)O (AcOH). Run in O (water), CS(=O)C (DMSO). Reaction conditions: time 4 hour. Product: C(C)(C)(C)OC(NCCC1=CC=C(C=C1)C1=CC(=CC=C1)OC1=NC(=NC=C1)C#N)=O ({2-[3′-(2-cyano-pyrimidin-4-yloxy)-biphenyl-4-yl]-ethyl}carbamic acid tert-butyl ester). RXN SMILES: [C:1]([O:5][C:6](=[O:30])[NH:7][CH2:8][CH2:9][C:10]1[CH:15]=[CH:14][C:13]([C:16]2[CH:21]=[CH:20][CH:19]=[C:18]([O:22][C:23]3[CH:28]=[CH:27][N:26]=[C:25](Cl)[N:24]=3)[CH:17]=2)=[CH:12][CH:11]=1)([CH3:4])([CH3:3])[CH3:2].[C-]#N.[K+].[N:34]12CCN(CC1)C[CH2:35]2.CC(O)=O>O.CS(C)=O>[C:1]([O:5][C:6](=[O:30])[NH:7][CH2:8][CH2:9][C:10]1[CH:15]=[CH:14][C:13]([C:16]2[CH:21]=[CH:20][CH:19]=[C:18]([O:22][C:23]3[CH:28]=[CH:27][N:26]=[C:25]([C:35]#[N:34])[N:24]=3)[CH:17]=2)=[CH:12][CH:11]=1)([CH3:4])([CH3:3])[CH3:2] |f:1.2|. Procedure: A mixture of {2-[3′-(2-chloro-pyrimidin-4-yloxy)-biphenyl-4-yl]-ethyl}carbamic acid tert-butyl ester (150 mg), potassium cyanide (76 mg) and 1,4-diazabicyclo[2,2,2]octane (13 mg) in water (0.4 ml) and DMSO (2 ml) is left at 5° C. for 4 h. This mixture is acidified with AcOH to pH 4-5, quenched with brine and extracted twice with diethyl ether. The combined organic phases are dried over sodium sulfate, the solvent is evaporated and the crude product is purified on silica (15 g) with cyclohexane/E...